This data is from the Open Reaction Database (ORD), a public repository of structured organic reaction records. The task is: describe an organic reaction: reactants, conditions, products, and yield The reactants are FC1=NC=CC=C1B(O)O (2-fluoropyridin-3-ylboronic acid), C(=O)(C(F)(F)F)O (TFA), FC(S(=O)(=O)OC1=CC=C2OC=3C(=CC(=CC3[C@@]3(C2=C1)COCC(=N3)NC(=O)OC(C)(C)C)C=3CCOCC3)F)(F)F ((S)-5-(tert-butoxycarbonylamino)-2′-(3,6-dihydro-2H-pyran-4-yl)-4′-fluoro-2,6-dihydrospiro[[1,4]oxazine-3,9′-xanthene]-7′-yl trifluoromethanesulfonate), C([O-])([O-])=O.[Na+].[Na+] (sodium carbonate). The reagents and catalysts are C=1C=CC(=CC1)[P](C=2C=CC=CC2)(C=3C=CC=CC3)[Pd]([P](C=4C=CC=CC4)(C=5C=CC=CC5)C=6C=CC=CC6)([P](C=7C=CC=CC7)(C=8C=CC=CC8)C=9C=CC=CC9)[P](C=1C=CC=CC1)(C=1C=CC=CC1)C=1C=CC=CC1 (Pd(PPh3)4). Run in CN(C)C=O (DMF), C(Cl)Cl (DCM). Conditions: temperature 85 celsius. Product: O1CCC(=CC1)C1=CC=2[C@@]3(C4=CC(=CC=C4OC2C(=C1)F)C=1C(=NC=CC1)F)COCC(=N3)N ((S)-2′-(3,6-dihydro-2H-pyran-4-yl)-4′-fluoro-7′-(2-fluoropyridin-3-yl)-2,6-dihydrospiro[[1,4]oxazine-3,9′-xanthen]-5-amine). The yield is 57.8%. As a reaction SMILES: [F:1][C:2]1[C:7](B(O)O)=[CH:6][CH:5]=[CH:4][N:3]=1.FC(F)(F)S(O[C:17]1[CH:30]=[C:29]2[C:20]([O:21][C:22]3[C:23]([F:50])=[CH:24][C:25]([C:44]4[CH2:45][CH2:46][O:47][CH2:48][CH:49]=4)=[CH:26][C:27]=3[C@:28]32[N:35]=[C:34]([NH:36]C(OC(C)(C)C)=O)[CH2:33][O:32][CH2:31]3)=[CH:19][CH:18]=1)(=O)=O.C(=O)([O-])[O-].[Na+].[Na+].C(O)(C(F)(F)F)=O>CN(C=O)C.C(Cl)Cl.C1C=CC([P]([Pd]([P](C2C=CC=CC=2)(C2C=CC=CC=2)C2C=CC=CC=2)([P](C2C=CC=CC=2)(C2C=CC=CC=2)C2C=CC=CC=2)[P](C2C=CC=CC=2)(C2C=CC=CC=2)C2C=CC=CC=2)(C2C=CC=CC=2)C2C=CC=CC=2)=CC=1>[O:47]1[CH2:48][CH:49]=[C:44]([C:25]2[CH:24]=[C:23]([F:50])[C:22]3[O:21][C:20]4[C:29](=[CH:30][C:17]([C:7]5[C:2]([F:1])=[N:3][CH:4]=[CH:5][CH:6]=5)=[CH:18][CH:19]=4)[C@:28]4([N:35]=[C:34]([NH2:36])[CH2:33][O:32][CH2:31]4)[C:27]=3[CH:26]=2)[CH2:45][CH2:46]1 |f:2.3.4,^1:77,79,98,117|. Reported procedure: In a microwave vial, 2-fluoropyridin-3-ylboronic acid (0.048 g, 0.338 mmol), (S)-5-(tert-butoxycarbonylamino)-2′-(3,6-dihydro-2H-pyran-4-yl)-4′-fluoro-2,6-dihydrospiro[[1,4]oxazine-3,9′-xanthene]-7′-yl trifluoromethanesulfonate (0.166 g, 0.270 mmol), and Pd(PPh3)4 (0.031 g, 0.027 mmol) were suspended in DMF (3 mL). Aqueous sodium carbonate (1 M, 0.810 mL, 0.810 mmol) was added. Argon was blown through the vessel, which was sealed and heated in an 85° C. oil bath for 2.5 h. The reaction was coole... The reactants are N1C=NC(=C1)C(=O)OCC (ethyl 1H-imidazole-4-carboxylate), FC1=CC=C(C=C1)[N+](=O)[O-] (4-fluoro-1-nitrobenzene), C([O-])([O-])=O.[K+].[K+] (potassium carbonate). The solvent is C(C)#N (acetonitrile). Conditions: temperature 60 celsius, time 16 hour. Yields the product [N+](=O)([O-])C1=CC=C(C=C1)N1C=NC(=C1)C(=O)OCC (ethyl 1-(4-nitrophenyl)-1H-imidazole-4-carboxylate). The yield is 84.1%. RXN SMILES: [NH:1]1[CH:5]=[C:4]([C:6]([O:8][CH2:9][CH3:10])=[O:7])[N:3]=[CH:2]1.F[C:12]1[CH:17]=[CH:16][C:15]([N+:18]([O-:20])=[O:19])=[CH:14][CH:13]=1.C(=O)([O-])[O-].[K+].[K+]>C(#N)C>[N+:18]([C:15]1[CH:16]=[CH:17][C:12]([N:1]2[CH:5]=[C:4]([C:6]([O:8][CH2:9][CH3:10])=[O:7])[N:3]=[CH:2]2)=[CH:13][CH:14]=1)([O-:20])=[O:19] |f:2.3.4|. Procedure details: A mixture of ethyl 1H-imidazole-4-carboxylate (8 g, 57.1 mmol), 4-fluoro-1-nitrobenzene (8.05 g, 57.1 mmol) and potassium carbonate (8.68 g, 62.8 mmol) in acetonitrile (100 mL) was stirred at 60° C. for 16 h then cooled to room temperature and most the solvent was removed in vacuo. The residue was partitioned between AcOEt (200 mL) and water (150 mL) and the layers were separated. The organic phase was dried over MgSO4 and concentrated in vacuo. Purification of the residue by flash chromatograph...